Dataset: the Open Reaction Database (ORD), a public repository of structured organic reaction records. Task: describe an organic reaction: reactants, conditions, products, and yield Starting materials: CN1CCN(CC1)C=1OC2=C(N1)C=CC=C2 (2-(4-methyl-1-piperazinyl)-benzoxazole), CN(C)C=O (DMF), BrCC#N (bromoacetonitrile). Conditions: time 1 hour. Product: [Br-].C(#N)C[N+]1(CCN(CC1)C=1OC2=C(N1)C=CC=C2)C (1-Cyanomethyl-1-methyl-4-(benzoxazol-2-yl)piperazinium bromide). Reaction SMILES: [CH3:1][N:2]1[CH2:7][CH2:6][N:5]([C:8]2[O:9][C:10]3[CH:16]=[CH:15][CH:14]=[CH:13][C:11]=3[N:12]=2)[CH2:4][CH2:3]1.[Br:17]C[C:19]#[N:20].[CH3:21]N(C=O)C>>[Br-:17].[C:19]([CH2:1][N+:2]1([CH3:21])[CH2:3][CH2:4][N:5]([C:8]2[O:9][C:10]3[CH:16]=[CH:15][CH:14]=[CH:13][C:11]=3[N:12]=2)[CH2:6][CH2:7]1)#[N:20] |f:3.4|. Procedure details: A 150 mg portion of 2-(4-methyl-1-piperazinyl)-benzoxazole was dissolved in 3 ml of DMF. Under cooling with ice, 0.052 ml of bromoacetonitrile was added to the thus prepared solution, and the reaction was carried out for 1 hour at the same temperature and then for 24 hours at room temperature. The reaction solution was concentrated under a reduced pressure, and 5 ml of acetone was added to the resulting residue. The precipitate thus formed was collected by filtration, washed with acetone and the... As a reaction SMILES: [NH2:1][C:2]1[CH:7]=[CH:6][C:5]([Cl:8])=[C:4]([CH3:9])[N:3]=1.[N+:10]([O-])([OH:12])=[O:11].[OH-].[Na+]>OS(O)(=O)=O>[NH2:1][C:2]1[C:7]([N+:10]([O-:12])=[O:11])=[CH:6][C:5]([Cl:8])=[C:4]([CH3:9])[N:3]=1 |f:2.3|. The solvent is OS(=O)(=O)O (H2SO4). The reactants are NC1=NC(=C(C=C1)Cl)C (2-Amino-5-chloro-6-methylpyridine), [OH-].[Na+] (NaOH), ice water, [N+](=O)(O)[O-] (HNO3), ice. Reaction conditions: temperature 50 celsius, time 2.5 hour. Reported procedure: To stirred conc H2SO4 (70 mL) at 0° C. was added 45 (6.0 g, 41.8 mmol) in portions. To the resulting dark brown solution was added dropwise 70% HNO3 (3.5 mL, 54 mmol) at 0° C. After the addition, the reaction mixture was stirred at 50° C. under N2 for 2.5 h, cooled to room temperature and poured into crushed ice (about 700 g). The mixture was basified to pH 9 by the addition of 40% aq. NaOH dropwise with stirring and cooling (ice-water bath). The precipitate was filtered, washed with water (4×10... Product: NC1=NC(=C(C=C1[N+](=O)[O-])Cl)C (2-Amino-5-chloro-6-methyl-3-nitropyridine). Yield: 67.3%. Reactants: COS(=O)(=O)OC, CC1(C)CC(N2CCCCCC2=O)CC(C)(C)N1, Cc1ccccc1, [NH4+], [OH-]. The product is CN1C(C)(C)CC(N2CCCCCC2=O)CC1(C)C. Reaction SMILES: [CH3:19][O:20][S:21]([O:22][CH3:23])(=[O:24])=[O:25].[CH3:1][C:2]1([CH3:18])[NH:3][C:4]([CH3:16])([CH3:17])[CH2:5][CH:6]([N:8]2[C:9](=[O:15])[CH2:10][CH2:11][CH2:12][CH2:13][CH2:14]2)[CH2:7]1.[CH3:28][c:29]1[cH:30][cH:31][cH:32][cH:33][cH:34]1.[NH4+:26].[OH-:27]>>[CH3:1][C:2]1([CH3:18])[N:3]([CH3:19])[C:4]([CH3:16])([CH3:17])[CH2:5][CH:6]([N:8]2[C:9](=[O:15])[CH2:10][CH2:11][CH2:12][CH2:13][CH2:14]2)[CH2:7]1. The reactants are O=C([O-])O, C[Si](C)(C)I, CC#N, COCC(C)Oc1cc(Oc2ccc3c(c2)OCCN(C)C3=O)cc(C(=O)Nc2nc(C)ns2)c1, [Na+]. Product: Cc1nsc(NC(=O)c2cc(Oc3ccc4c(c3)OCCN(C)C4=O)cc(OC(C)CO)c2)n1. RXN SMILES: [C:41](=[O:42])([O-:43])[OH:44].[CH3:1][Si:2]([I:3])([CH3:4])[CH3:5].[CH3:46][C:47]#[N:48].[CH3:6][CH:7]([CH2:8][O:9][CH3:10])[O:11][c:12]1[cH:13][c:14]([C:15](=[O:16])[NH:17][c:18]2[n:19][c:20]([CH3:23])[n:21][s:22]2)[cH:24][c:25]([O:27][c:28]2[cH:29][c:30]3[c:31]([cH:39][cH:40]2)[C:32](=[O:38])[N:33]([CH3:37])[CH2:34][CH2:35][O:36]3)[cH:26]1.[Na+:45]>>[CH3:6][CH:7]([CH2:8][OH:9])[O:11][c:12]1[cH:13][c:14]([C:15](=[O:16])[NH:17][c:18]2[n:19][c:20]([CH3:23])[n:21][s:22]2)[cH:24][c:25]([O:27][c:28]2[cH:29][c:30]3[c:31]([cH:39][cH:40]2)[C:32](=[O:38])[N:33]([CH3:37])[CH2:34][CH2:35][O:36]3)[cH:26]1. Reactants: ClC=1N=C(C(=NC1Cl)NCC(=O)OC)C(=O)OC (methyl [(5,6-dichloro-3-(methoxycarbonyl)pyrazinyl)amino]acetate), [BH4-].[K+] (potassium borohydride), [Cl-].[Li+] (lithium chloride), [BH4-].[K+] (potassium borohydride), [Cl-].[Li+] (lithium chloride), P(=O)(O)(O)[O-].[K+] (potassium dihydrogen phosphate). The solvent is ClCCl (dichloromethane), O (Water), O1CCCC1 (tetrahydrofuran). Conditions: time 8 hour. Yields the product ClC=1N=C(C(=NC1Cl)NCCO)CO (5,6-Dichloro-3-hydroxymethyl-2-(2-hydroxyethyl)aminopyrazine). The yield is 79.1%. Reaction SMILES: [Cl:1][C:2]1[N:3]=[C:4]([C:15](OC)=[O:16])[C:5]([NH:9][CH2:10][C:11](OC)=[O:12])=[N:6][C:7]=1[Cl:8].[BH4-].[K+].[Cl-].[Li+].P([O-])(O)(O)=O.[K+]>O1CCCC1.ClCCl.O>[Cl:1][C:2]1[N:3]=[C:4]([CH2:15][OH:16])[C:5]([NH:9][CH2:10][CH2:11][OH:12])=[N:6][C:7]=1[Cl:8] |f:1.2,3.4,5.6|. Procedure details: In 2.5 ml of tetrahydrofuran there was dissolved methyl [(5,6-dichloro-3-(methoxycarbonyl)pyrazinyl)amino]acetate (50 mg), prepared as in Step B above, after which potassium borohydride (22 mg; 0.0012 Mol) and lithium chloride (18 mg) were added. The reaction mixture was stirred overnight at room temperature. An additional 44 mg of potassium borohydride and 36 mg of lithium chloride were then added, and the reaction mixture was stirred at room temperature for 6 hours. Water (1 ml) was added, and... The reactants are COc1ccc(-c2ccccc2)c2sc(NC(=O)OCc3ccccc3)cc12, C1CSCCN1, C1COCCO1. The product is COc1ccc(-c2ccccc2)c2sc(NC(=O)N3CCSCC3)cc12. As a reaction SMILES: [CH2:1]([c:3]1[cH:4][cH:5][cH:6][cH:7][cH:28]1)[O:8][C:9](=[O:2])[NH:10][c:11]1[cH:12][c:13]2[c:14]([s:15]1)[c:16](-[c:22]1[cH:23][cH:24][cH:25][cH:26][cH:27]1)[cH:17][cH:18][c:19]2[O:20][CH3:21].[CH2:29]1[CH2:30][S:31][CH2:32][CH2:33][NH:34]1.[O:35]1[CH2:36][CH2:37][O:38][CH2:39][CH2:40]1>>[O:8]=[C:9]([NH:10][c:11]1[cH:12][c:13]2[c:14]([s:15]1)[c:16](-[c:22]1[cH:23][cH:24][cH:25][cH:26][cH:27]1)[cH:17][cH:18][c:19]2[O:20][CH3:21])[N:34]1[CH2:29][CH2:30][S:31][CH2:32][CH2:33]1.